Dataset: the Open Reaction Database (ORD), a public repository of structured organic reaction records. Task: describe an organic reaction: reactants, conditions, products, and yield Procedure: The title compound was prepared from (2-{3-[3-(6-cyclopropyl-pyridin-3-yl)-phenyl]-3-oxo-propionylamino}-5-methyl-4-trifluoromethyl-phenyl)-carbamic acid tert-butyl ester (Example M149) (310 mg, 0.56 mmol) by treatment with TFA in CH2Cl2 according to the general procedure N. Obtained as a white solid (192 mg, 79%). Run in C(Cl)Cl (CH2Cl2). Isolated yield 79.0%. Product: C1(CC1)C1=CC=C(C=N1)C=1C=C(C=CC1)C1=NC2=C(NC(C1)=O)C=C(C(=C2)C)C(F)(F)F (4-[3-(6-Cyclopropyl-pyridin-3-yl)-phenyl]-7-methyl-8-trifluoromethyl-1,3-dihydro-benzo[b][1,4]diazepin-2-one), solid. Reaction SMILES: C(OC(=O)[NH:7][C:8]1[CH:13]=[C:12]([CH3:14])[C:11]([C:15]([F:18])([F:17])[F:16])=[CH:10][C:9]=1[NH:19][C:20](=[O:39])[CH2:21][C:22]([C:24]1[CH:29]=[CH:28][CH:27]=[C:26]([C:30]2[CH:31]=[N:32][C:33]([CH:36]3[CH2:38][CH2:37]3)=[CH:34][CH:35]=2)[CH:25]=1)=O)(C)(C)C.C(O)(C(F)(F)F)=O>C(Cl)Cl>[CH:36]1([C:33]2[N:32]=[CH:31][C:30]([C:26]3[CH:25]=[C:24]([C:22]4[CH2:21][C:20](=[O:39])[NH:19][C:9]5[CH:10]=[C:11]([C:15]([F:18])([F:17])[F:16])[C:12]([CH3:14])=[CH:13][C:8]=5[N:7]=4)[CH:29]=[CH:28][CH:27]=3)=[CH:35][CH:34]=2)[CH2:38][CH2:37]1. The reactants are C(C)(C)(C)OC(NC1=C(C=C(C(=C1)C)C(F)(F)F)NC(CC(=O)C1=CC(=CC=C1)C=1C=NC(=CC1)C1CC1)=O)=O ((2-{3-[3-(6-cyclopropyl-pyridin-3-yl)-phenyl]-3-oxo-propionylamino}-5-methyl-4-trifluoromethyl-phenyl)-carbamic acid tert-butyl ester), C(=O)(C(F)(F)F)O (TFA).